Task: describe an organic reaction: reactants, conditions, products, and yield. Dataset: the Open Reaction Database (ORD), a public repository of structured organic reaction records Starting materials: Cl (hydrochloric acid), [Cl-].[Na+] (sodium chloride), [N+](=O)([O-])C=1C=C(C(=O)C2=CC(=C(C=C2)F)[N+](=O)[O-])C=CC1F (3,3'-dinitro-4,4'-difluorobenzophenone), O (water), Cl (hydrochloric acid). Reagents/catalysts: [Fe] (iron). Solvent: C(C)O (ethanol), C(C)O (ethanol). Reaction conditions: temperature 75 celsius, time 3 hour. Product: NC=1C=C(C(=O)C2=CC(=C(C=C2)F)N)C=CC1F (3,3'-diamino-4,4'-difluorobenzophenone). The yield is 82.9%. RXN SMILES: [N+:1]([C:4]1[CH:5]=[C:6]([CH:19]=[CH:20][C:21]=1[F:22])[C:7]([C:9]1[CH:14]=[CH:13][C:12]([F:15])=[C:11]([N+:16]([O-])=O)[CH:10]=1)=[O:8])([O-])=O.Cl.O.[Cl-].[Na+]>C(O)C.[Fe]>[NH2:16][C:11]1[CH:10]=[C:9]([CH:14]=[CH:13][C:12]=1[F:15])[C:7]([C:6]1[CH:19]=[CH:20][C:21]([F:22])=[C:4]([NH2:1])[CH:5]=1)=[O:8] |f:3.4|. Procedure: To a glass reaction vessel equipped with a stirrer, reflux condenser and a thermometer, 124 g (0.4 mole) of 3,3'-dinitro-4,4'-difluorobenzophenone, 1100 ml of a 80% aqueous ethanol solution and 280 g (5.0 mole) of iron powder were charged and the internal temperature was raised to 75° C. Successively, a solution containing 10.5 g of 36% hydrochloric acid in 124 ml of 80% ethanol was added dropwise and the reaction was further continued for 3 hours with stirring. After finishing the reaction, the... Reaction SMILES: [O:1]=[C:2]1[NH:6][C:5]([C:7]([F:10])([F:9])[F:8])=[C:4]([C:11]([O:13][CH2:14][CH3:15])=[O:12])[S:3]1.[H-].[Na+].P(O)(O)([O-])=O.[Na+].C(Cl)Cl.O1C[CH2:30][CH2:29][CH2:28]1>>[O:1]=[C:2]1[N:6]([CH2:30][C:29]#[CH:28])[C:5]([C:7]([F:8])([F:9])[F:10])=[C:4]([C:11]([O:13][CH2:14][CH3:15])=[O:12])[S:3]1 |f:1.2,3.4|. Procedure: 6.9 g of ethyl 2,3-dihydro-2-oxo-4-trifluoromethyl-5-thiazole-carboxylate [prepared by the process of CA 92 110 998P]were dissolved in 70 ml of tetrahydrofuran at 0°±5° C. and then, 1.44 g of 50% sodium hydride in oil were added. Once the gaseous evolution ended, 15 ml of 2-bromopropyne were added and the mixture was refluxed for 48 hours. The mixture was poured on to an iced solution of monosodium phosphate and extraction was carried out with methylene chloride, then drying, filtering and conce... Starting materials: O=C1SC(=C(N1)C(F)(F)F)C(=O)OCC (ethyl 2,3-dihydro-2-oxo-4-trifluoromethyl-5-thiazole-carboxylate), P(=O)([O-])(O)O.[Na+] (monosodium phosphate), C(Cl)Cl (methylene chloride), [H-].[Na+] (sodium hydride), 2-bromopropyne, O1CCCC1 (tetrahydrofuran). Product: O=C1SC(=C(N1CC#C)C(F)(F)F)C(=O)OCC (Ethyl 2,3-dihydro-2-oxo-3-(2-propynyl)-4-trifluoromethyl-5-thiazolcarboxylate). Starting materials: C(C)(C)(C)OC(=O)N1CCC(CC1)C[C@H](C(=O)N1C(OC[C@@H]1CC1=CC=CC=C1)=O)C (3-(3-(1-t-Butoxycarbonylpiperidin-4-yl)-2-(R)-methyl-propionyl)-4-(S)-benzyloxazolidin-2-one), CO (MeOH), [BH4-].[Li+] (lithium borohydride). The solvent is C1CCOC1 (THF). Conditions: time 3 hour. The product is C(C)(C)(C)OC(=O)N1CCC(CC1)C[C@H](CO)C (1-t-Butoxycarbonyl-4-(3-hydroxy-2-(R)-methylpropyl) piperidine). Isolated yield 77.7%. As a reaction SMILES: [C:1]([O:5][C:6]([N:8]1[CH2:13][CH2:12][CH:11]([CH2:14][C@@H:15]([CH3:31])[C:16](N2[C@@H](CC3C=CC=CC=3)COC2=O)=[O:17])[CH2:10][CH2:9]1)=[O:7])([CH3:4])([CH3:3])[CH3:2].CO.[BH4-].[Li+]>C1COCC1>[C:1]([O:5][C:6]([N:8]1[CH2:13][CH2:12][CH:11]([CH2:14][C@@H:15]([CH3:31])[CH2:16][OH:17])[CH2:10][CH2:9]1)=[O:7])([CH3:4])([CH3:3])[CH3:2] |f:2.3|. Reported procedure: A solution of 156 mg (0.36 mmol) of (3-(1-t-butoxycarbonyl-piperidin-4-yl)-2-(R)methylpropyl)-4-(S)-benzyloxazolidin-2-one (from EXAMPLE 99, Step A) in 3 mL of THF at O° C. was treated with 0.03 mL (0.73 mmol) of MeOH followed by 16 mg (0.73 mmol) of lithium borohydride. The cooling bath was removed, the mixture was warmed to rt and stirred for 3 h. The reaction was quenched with H2O and sat'd sodium potassium tartrate. The quenched mixture was diluted with CH2Cl2 and stirred for 1 h, then extra...